describe an organic reaction: reactants, conditions, products, and yield From a dataset of the Open Reaction Database (ORD), a public repository of structured organic reaction records. Reactants: CC1(C)CCC(C)(C)c2cc(Br)c(O)cc21, CCCBr, CN(C)C=O, CS(C)=O, [H-], [Na+]. The product is CCCOc1cc2c(cc1Br)C(C)(C)CCC2(C)C. As a reaction SMILES: [Br:7][c:8]1[cH:9][c:10]2[c:15]([cH:16][c:17]1[OH:18])[C:14]([CH3:19])([CH3:20])[CH2:13][CH2:12][C:11]2([CH3:21])[CH3:22].[CH2:23]([CH2:24][CH3:25])[Br:26].[CH3:27][N:28]([CH3:29])[CH:30]=[O:31].[CH3:3][S:4](=[O:5])[CH3:6].[H-:1].[Na+:2]>>[Br:7][c:8]1[cH:9][c:10]2[c:15]([cH:16][c:17]1[O:18][CH2:23][CH2:24][CH3:25])[C:14]([CH3:19])([CH3:20])[CH2:13][CH2:12][C:11]2([CH3:21])[CH3:22]. Product: O=C1OCc2ccccc21. RXN SMILES: [C:1](=[O:2])([c:4]1[c:5]([C:6]([c:3]2[c:8]3[c:9]([cH:10][cH:11][cH:12][cH:13]3)[n:14]([CH2:15][CH3:16])[c:17]2[CH3:18])=[O:7])[cH:20][cH:21][cH:22][cH:23]1)[OH:19].[CH2:24]([O:25][CH2:26][CH2:27][CH2:28][CH3:29])[CH2:30][CH2:31][CH3:32].[CH2:33]([NH:34][c:35]1[c:36]([NH:37][CH2:38][CH2:39][CH2:40][CH3:41])[c:42]([OH:43])[cH:44][cH:45][cH:46]1)[CH2:47][CH2:48][CH3:49].[CH3:50][C:51]([O:52][C:53](=[O:54])[CH3:55])=[O:56]>>[C:1]1(=[O:2])[c:4]2[c:5]([cH:20][cH:21][cH:22][cH:23]2)[CH2:6][O:7]1. Starting materials: CCn1c(C)c(C(=O)c2ccccc2C(=O)O)c2ccccc21, CCCCOCCCC, CCCCNc1cccc(O)c1NCCCC, CC(=O)OC(C)=O.